From a dataset of the Open Reaction Database (ORD), a public repository of structured organic reaction records. describe an organic reaction: reactants, conditions, products, and yield Starting materials: [N+](=O)([O-])C1=C(C=CC=C1)S(=O)(=O)N1CC=2C=CC=C(CN(CCCNCC1)S(=O)(=O)C1=C(C=CC=C1)[N+](=O)[O-])N2 (3,10-Bis(2-nitrobenzenesulfonyl)-3,6,10,16-tetraazabicyclo[10.3.1]hexadeca-1(16),12,14-triene), C1(=CC=C2C=CC3=CC=CC4=CC=C1C2=C34)CCCC(=O)O (1-pyrenebutyric acid), CN1CCOCC1 (4-methylmorpholine), C1(CCCCC1)N=C=NC1CCCCC1 (1,3-dicyclohexylcarbodiimide), ON1N=NC2=C1C=CC=C2 (1-hydroxybenzotriazole). Solvent: C(Cl)Cl (CH2Cl2). Reaction conditions: time 30 minute. The product is C1(=CC=C2C=CC3=CC=CC4=CC=C1C2=C34)CCCC(=O)N3CCN(CC=4C=CC=C(CN(CCC3)S(=O)(=O)C3=C(C=CC=C3)[N+](=O)[O-])N4)S(=O)(=O)C4=C(C=CC=C4)[N+](=O)[O-] (6-(1-Pyrenebutyryl)-3,10-bis(2-nitrobenzenesulfonyl)-3,6,10,16-tetraazabicyclo[10.3.1]hexadeca-1(16),12,14-triene). Isolated yield 91.4%. Reaction SMILES: [C:1]1(CCCC(O)=O)[C:14]2[C:15]3=[C:16]4[C:11](=[CH:12][CH:13]=2)[CH:10]=[CH:9][CH:8]=[C:7]4[CH:6]=[CH:5][C:4]3=[CH:3][CH:2]=1.[CH3:23][N:24]1[CH2:29][CH2:28]O[CH2:26][CH2:25]1.[CH:30]1(N=C=NC2CCCCC2)[CH2:35]CCC[CH2:31]1.[OH:45]N1C2C=CC=CC=2N=N1.[N+:55]([C:58]1[CH:63]=[CH:62][CH:61]=[CH:60][C:59]=1[S:64]([N:67]1[CH2:81]CNCCC[N:75]([S:82]([C:85]2[CH:90]=[CH:89][CH:88]=[CH:87][C:86]=2[N+:91]([O-:93])=[O:92])(=[O:84])=[O:83])[CH2:74][C:73]2[N:94]=[C:69]([CH:70]=[CH:71][CH:72]=2)[CH2:68]1)(=[O:66])=[O:65])([O-:57])=[O:56]>C(Cl)Cl>[C:1]1([CH2:31][CH2:30][CH2:35][C:23]([N:24]2[CH2:29][CH2:28][CH2:81][N:67]([S:64]([C:59]3[CH:60]=[CH:61][CH:62]=[CH:63][C:58]=3[N+:55]([O-:57])=[O:56])(=[O:65])=[O:66])[CH2:68][C:69]3[N:94]=[C:73]([CH:72]=[CH:71][CH:70]=3)[CH2:74][N:75]([S:82]([C:85]3[CH:90]=[CH:89][CH:88]=[CH:87][C:86]=3[N+:91]([O-:93])=[O:92])(=[O:83])=[O:84])[CH2:26][CH2:25]2)=[O:45])[C:14]2[C:15]3=[C:16]4[C:11](=[CH:12][CH:13]=2)[CH:10]=[CH:9][CH:8]=[C:7]4[CH:6]=[CH:5][C:4]3=[CH:3][CH:2]=1. Procedure details: A mixture of 1-pyrenebutyric acid (0.87 g, 3.0 mmol) and 4-methylmorpholine (0.59 g, 5.9 mmol) in 20 mL of anhydrous CH2Cl2 was stirred at rt for 30 min. After addition of 1,3-dicyclohexylcarbodiimide (DCC) (0.62 g, 3.0 mmol) and 1-hydroxybenzotriazole (HOBT) (0.41 g, 3.0 mmol), the resulting solution was stirred at rt for another 30 min. A solution of 3,10-bis(2-nitrobenzenesulfonyl)-3,6,10,16-tetraazabicyclo[10.3.1]hexadeca-1(16),12,14-triene (from Example 72, 1.77 g, 3.0 mmol) was added to th...